This data is from the Open Reaction Database (ORD), a public repository of structured organic reaction records. The task is: describe an organic reaction: reactants, conditions, products, and yield The reactants are ClC1=NC2=CC=C(C3=C2N1[C@H](CO3)C3=NC=CC=C3)C=3C(=NOC3C)C ((4S)-2-Chloro-7-(3,5-dimethylisoxazol-4-yl)-4-pyridin-2-yl-4,5-dihydroimidazo[1,5,4-de][1,4]benzoxazine), CC1(OB(OC1(C)C)C=C)C (4,4,5,5-tetramethyl-2-vinyl-1,3,2-dioxaborolane), P(=O)([O-])([O-])[O-].[K+].[K+].[K+] (potassium phosphate). The reagents and catalysts are C1(CCCCC1)P(C1=C(C=CC=C1)C1=C(C=C(C=C1C(C)C)C(C)C)C(C)C)C1CCCCC1.NC1=C(C=CC=C1)C1=C(C=CC=C1)[Pd]Cl (dicyclohexyl(2′,4′,6′-triisopropylbiphenyl-2-yl)phosphine (2′-aminobiphenyl-2-yl)(chloro)palladium). Solvent: O (water), O1CCOCC1 (1,4-dioxane). Run at temperature 80 celsius. Product: CC1=NOC(=C1C1=CC=C2C=3N([C@H](COC31)C3=NC=CC=C3)C(=N2)C=C)C ((4S)-7-(3,5-Dimethylisoxazol-4-yl)-4-pyridin-2-yl-2-vinyl-4,5-dihydroimidazo[1,5,4-de][1,4]benzoxazine). The yield is 77.6%. RXN SMILES: Cl[C:2]1[N:10]2[C@@H:11]([C:14]3[CH:19]=[CH:18][CH:17]=[CH:16][N:15]=3)[CH2:12][O:13][C:8]3=[C:9]2[C:4](=[CH:5][CH:6]=[C:7]3[C:20]2[C:21]([CH3:26])=[N:22][O:23][C:24]=2[CH3:25])[N:3]=1.[CH3:27][C:28]1(C)C(C)(C)OB(C=C)O1.P([O-])([O-])([O-])=O.[K+].[K+].[K+]>O.O1CCOCC1.C1(P(C2CCCCC2)C2C=CC=CC=2C2C(C(C)C)=CC(C(C)C)=CC=2C(C)C)CCCCC1.NC1C=CC=CC=1C1C=CC=CC=1[Pd]Cl>[CH3:26][C:21]1[C:20]([C:7]2[C:8]3[O:13][CH2:12][C@H:11]([C:14]4[CH:19]=[CH:18][CH:17]=[CH:16][N:15]=4)[N:10]4[C:2]([CH:27]=[CH2:28])=[N:3][C:4]([C:9]=34)=[CH:5][CH:6]=2)=[C:24]([CH3:25])[O:23][N:22]=1 |f:2.3.4.5,8.9|. Procedure details: (4S)-2-Chloro-7-(3,5-dimethylisoxazol-4-yl)-4-pyridin-2-yl-4,5-dihydroimidazo[1,5,4-de][1,4]benzoxazine (277 mg, 0.755 mmol), 4,4,5,5-tetramethyl-2-vinyl-1,3,2-dioxaborolane (0.19 mL, 1.1 mmol) [Aldrich, cat. #633348], and potassium phosphate (0.3 g, 2 mmol) [Aldrich, cat. #P5629], were dissolved in water (2.4 mL) and 1,4-dioxane (10 mL). The reaction mixture was deoxygenated with nitrogen and dicyclohexyl(2′,4′,6′-triisopropylbiphenyl-2-yl)phosphine-(2′-aminobiphenyl-2-yl)(chloro)palladium (1:1... Starting materials: C([C@@H]1[C@H]([C@@H]([C@H]([C@H](O1)O[C@@H]2[C@H](O[C@H]([C@@H]([C@H]2O)O)O)CO)O)O)O)O (maltose), P(=O)([O-])([O-])[O-] (phosphate). Yields the product C([C@@H]1[C@H]([C@@H]([C@H]([C@H](O1)O[C@@H]2[C@@H]([C@H]([C@@H]([C@H](O2)CO)O)O)O)O)O)O)O (Trehalose). RXN SMILES: [CH2:1]([OH:23])[C@H:2]1[O:7][C@H:6]([O:8][C@H:9]2[C@H:14]([OH:15])[C@@H:13]([OH:16])[C@H:12]([OH:17])O[C@@H]2CO)[C@H:5]([OH:20])[C@@H:4]([OH:21])[C@@H:3]1[OH:22].P([O-])([O-])([O-])=O>>[CH2:5]([OH:20])[C@H:6]1[O:7][C@H:9]([O:8][C@H:6]2[O:7][C@H:2]([CH2:1][OH:23])[C@@H:3]([OH:22])[C@H:4]([OH:21])[C@H:5]2[OH:20])[C@H:14]([OH:15])[C@@H:13]([OH:16])[C@@H:12]1[OH:17]. Procedure: Five units each per 1 g of the substrates of purified extracellular trehalose phosphorylase and purified extracellular maltose phosphorylase produced in the same manners as in Examples 2 and 1 were added to 10 ml of 20% (W/V) solution of high maltose syrup (trade name; MC-95, Nihon Shokuhin Kako Co.,Ltd, Sugar composition; 2.5% of glucose, 95.2% of maltose, 0.8% of maltotriose and 1.5% of maltotetraose) containing 5 mM phosphate buffer (pH 6.0) and allowed to react as in Example 6. Trehalose for... The reactants are CC(C)(C)OC(=O)Nc1ccc(-c2ccc(F)cc2)cc1N, CCOC(=O)CC(=O)c1cccc(-n2ccnn2)c1. The product is CC(C)(C)OC(=O)Nc1ccc(-c2ccc(F)cc2)cc1NC(=O)CC(=O)c1cccc(-n2ccnn2)c1. RXN SMILES: [C:1]([CH3:2])([CH3:3])([CH3:4])[O:5][C:6]([NH:7][c:8]1[c:9]([NH2:21])[cH:10][c:11](-[c:14]2[cH:15][cH:16][c:17]([F:20])[cH:18][cH:19]2)[cH:12][cH:13]1)=[O:22].[CH2:23]([O:25][C:26](=[O:24])[CH2:27][C:28]([c:29]1[cH:30][c:31](-[n:35]2[n:36][n:37][cH:38][cH:39]2)[cH:32][cH:33][cH:34]1)=[O:40])[CH3:41]>>[C:1]([CH3:2])([CH3:3])([CH3:4])[O:5][C:6]([NH:7][c:8]1[c:9]([NH:21][C:26](=[O:25])[CH2:27][C:28]([c:29]2[cH:30][c:31](-[n:35]3[n:36][n:37][cH:38][cH:39]3)[cH:32][cH:33][cH:34]2)=[O:40])[cH:10][c:11](-[c:14]2[cH:15][cH:16][c:17]([F:20])[cH:18][cH:19]2)[cH:12][cH:13]1)=[O:22]. Yields the product [N+](=O)([O-])C=1C=NC=CC1N1CCN(CC1)C(CNC(OC(C)(C)C)=O)=O (tert-butyl 2-(4-(3-nitropyridin-4-yl)piperazin-1-yl)-2-oxoethylcarbamate). Reactants: [N+](=O)([O-])C=1C=NC=CC1N1CCNCC1 (1-(3-nitropyridin-4-yl)piperazine), C(=O)(OC(C)(C)C)NCC(=O)O (N-Boc-glycine). The yield is 99.0%. RXN SMILES: [N+:1]([C:4]1[CH:5]=[N:6][CH:7]=[CH:8][C:9]=1[N:10]1[CH2:15][CH2:14][NH:13][CH2:12][CH2:11]1)([O-:3])=[O:2].[C:16]([NH:23][CH2:24][C:25](O)=[O:26])([O:18][C:19]([CH3:22])([CH3:21])[CH3:20])=[O:17]>>[N+:1]([C:4]1[CH:5]=[N:6][CH:7]=[CH:8][C:9]=1[N:10]1[CH2:15][CH2:14][N:13]([C:25](=[O:26])[CH2:24][NH:23][C:16](=[O:17])[O:18][C:19]([CH3:20])([CH3:21])[CH3:22])[CH2:12][CH2:11]1)([O-:3])=[O:2]. Procedure: Following the method of Example 84 (Method 3), 1-(3-nitropyridin-4-yl)piperazine was coupled to N-Boc-glycine yielding tert-butyl 2-(4-(3-nitropyridin-4-yl)piperazin-1-yl)-2-oxoethylcarbamate (99% yield). LCMS (m/z): 365.8 (MH+); LC Rt=1.81 min. Starting materials: [OH-].[Na+] (sodium hydroxide), FC1=C(N)C(=CC=C1)OC (2-Fluoro-6-methoxyaniline), Br.BrCCNCCBr (di-(2-bromoethyl)amine hydrobromide), [OH-].[K+] (potassium hydroxide). The solvent is O (water). Reaction conditions: temperature 110 celsius. Yields the product FC1=C(C(=CC=C1)OC)N1CCNCC1 (1-(2-fluoro-6-methoxyphenyl)piperazine). The yield is 77.0%. Reaction SMILES: [F:1][C:2]1[CH:8]=[CH:7][CH:6]=[C:5]([O:9][CH3:10])[C:3]=1[NH2:4].Br.Br[CH2:13][CH2:14][NH:15][CH2:16][CH2:17]Br.[OH-].[K+].[OH-].[Na+]>O>[F:1][C:2]1[CH:8]=[CH:7][CH:6]=[C:5]([O:9][CH3:10])[C:3]=1[N:4]1[CH2:17][CH2:16][NH:15][CH2:14][CH2:13]1 |f:1.2,3.4,5.6|. Procedure: 2-Fluoro-6-methoxyaniline (7.80 g) and 17.23 g of di-(2-bromoethyl)amine hydrobromide were dissolved in 5 ml of water and, by heating at about 110° C. on a bath, 10 ml of 30% potassium hydroxide solution was added thereto (each about 3.5 ml once an hour). Heating was further continued (7 hours in total). After cooled, the reaction solution was made alkaline with aqueous solution of sodium hydroxide to salt out and extracted with chloroform twice. The extract was washed with saturated sodium chlo... Reactants: C1CCOC1, CCOC(C)=O, CCOP(=O)(OCC)C(CCCCl)C(=O)OC(C)(C)C, COc1cc(C=O)c(F)cc1-n1cnc(C)c1, [H-], [Na+], O. Yields the product COc1cc(C=C(CCCCl)C(=O)OC(C)(C)C)c(F)cc1-n1cnc(C)c1. RXN SMILES: [CH2:41]1[O:42][CH2:43][CH2:44][CH2:45]1.[CH3:46][CH2:47][O:48][C:49](=[O:50])[CH3:51].[Cl:3][CH2:4][CH2:5][CH2:6][CH:7]([C:8](=[O:9])[O:10][C:11]([CH3:12])([CH3:13])[CH3:14])[P:15]([O:16][CH2:17][CH3:18])([O:19][CH2:20][CH3:21])=[O:22].[F:23][c:24]1[c:25]([CH:26]=[O:27])[cH:28][c:29]([O:38][CH3:39])[c:30](-[n:32]2[cH:33][n:34][c:35]([CH3:37])[cH:36]2)[cH:31]1.[H-:1].[Na+:2].[OH2:40]>>[Cl:3][CH2:4][CH2:5][CH2:6][C:7]([C:8](=[O:9])[O:10][C:11]([CH3:12])([CH3:13])[CH3:14])=[CH:26][c:25]1[c:24]([F:23])[cH:31][c:30](-[n:32]2[cH:33][n:34][c:35]([CH3:37])[cH:36]2)[c:29]([O:38][CH3:39])[cH:28]1. Product: NC1=C2CNC(C2=CC=C1C)=O (4-Amino-5-methyl-2,3-dihydro-isoindol-1-one). Reported procedure: 5-Methyl-4-nitro-2,3-dihydro-isoindol-1-one (800.00 mg, 4.16 mmol) was taken up in ethyl acetate in a Paar vessel and flushed with argon. Palladium on carbon (100 mg) was added and the argon atmosphere was replaced with hydrogen at 50 psi. The vessel was shaken for 12 h. The hydrogen was then replaced with argon and the catalyst was removed by filtration through celite. The solvent was removed under reduced pressure to yield 539.8 mg of the desired amine. C9H10N2O MS m/e=163.2 (M+H). Run in C(C)(=O)OCC (ethyl acetate). Yield: 80.0%. Reaction conditions: time 12 hour. RXN SMILES: [CH3:1][C:2]1[C:3]([N+:12]([O-])=O)=[C:4]2[C:8](=[CH:9][CH:10]=1)[C:7](=[O:11])[NH:6][CH2:5]2>C(OCC)(=O)C>[NH2:12][C:3]1[C:2]([CH3:1])=[CH:10][CH:9]=[C:8]2[C:4]=1[CH2:5][NH:6][C:7]2=[O:11]. The reactants are CC=1C(=C2CNC(C2=CC1)=O)[N+](=O)[O-] (5-Methyl-4-nitro-2,3-dihydro-isoindol-1-one). Yield: 86.4%. As a reaction SMILES: [N+:1]([C:4]1[CH:5]=[C:6]([S:10](Cl)(=[O:12])=[O:11])[CH:7]=[CH:8][CH:9]=1)([O-:3])=[O:2].[F-:14].[K+]>O1CCOCC1.O>[N+:1]([C:4]1[CH:5]=[C:6]([S:10]([F:14])(=[O:12])=[O:11])[CH:7]=[CH:8][CH:9]=1)([O-:3])=[O:2] |f:1.2|. The solvent is O (water), O1CCOCC1 (1,4-dioxane). Yields the product [N+](=O)([O-])C=1C=C(C=CC1)S(=O)(=O)F (3-nitrobenzenesulphonyl fluoride). Starting materials: [F-].[K+] (potassium fluoride), [N+](=O)([O-])C=1C=C(C=CC1)S(=O)(=O)Cl (3-Nitrobenzenesulphonyl chloride), ice water. Conditions: time 5 hour. Reported procedure: 3-Nitrobenzenesulphonyl chloride (10 g) was dissolved in 1,4-dioxane (30 ml) and stirred at room temperature. To this solution was added a solution of potassium fluoride (3.9 g) in water (5 ml) and the stirring continued at room temperature for 5 hours. The reaction mixture was allowed to stand at room temperature overnight and was poured into ice/water. The product was extracted into dichloromethane, the solvent was dried (MgSO4) and evaporated under reduced pressure to give the title compound ... Starting materials: [Si](C)(C)(C(C)(C)C)OC[C@H](C=C)N(C(OC(C)(C)C)=O)CC(C(=C)C)=O ((S)-tert-butyl 1-(tert-butyldimethylsilyloxy)but-3-en-2-yl(3-methyl-2-oxobut-3-enyl)carbamate), [Si](C)(C)(C(C)(C)C)OC[C@H](C(=C)C)N(C(OC(C)(C)C)=O)CC(=O)N(C)OC ((S)-tert-butyl 1-(tert-butyldimethylsilyloxy)-3-methylbut-3-en-2-yl(2-(methoxy(methyl)amino)-2-oxoethyl)carbamate), [Si](C)(C)(C(C)(C)C)OC[C@H](C(=C)C)N(C(OC(C)(C)C)=O)CC(=O)N(C)OC ((S)-tert-butyl 1-(tert-butyldimethylsilyloxy)-3-methylbut-3-en-2-yl(2-(methoxy(methyl)amino)-2-oxoethyl)carbamate), C(=CC(C)=C)[Mg]Br (isoprenyl magnesium bromide). The product is ethyl acetate hexanes, [Si](C)(C)(C(C)(C)C)OC[C@H](C(=C)C)N(C(OC(C)(C)C)=O)CC(C(=C)C)=O ((S)-tert-butyl 1-(tert-butyldimethylsilyloxy)-3-methylbut-3-en-2-yl(3-methyl-2-oxobut-3-enyl)carbamate). The yield is 92.0%. Reaction SMILES: [Si:1]([O:8][CH2:9][C@@H:10]([N:14]([CH2:22][C:23](N(OC)C)=[O:24])[C:15](=[O:21])[O:16][C:17]([CH3:20])([CH3:19])[CH3:18])[C:11]([CH3:13])=[CH2:12])([C:4]([CH3:7])([CH3:6])[CH3:5])([CH3:3])[CH3:2].[Si](OC[C@@H](N(CC(=O)C(C)=C)C(=O)OC(C)(C)C)C=C)([C:32](C)([CH3:34])[CH3:33])(C)C.C([Mg]Br)=CC(=C)C>>[Si:1]([O:8][CH2:9][C@@H:10]([N:14]([CH2:22][C:23](=[O:24])[C:32]([CH3:34])=[CH2:33])[C:15](=[O:21])[O:16][C:17]([CH3:19])([CH3:20])[CH3:18])[C:11]([CH3:13])=[CH2:12])([C:4]([CH3:5])([CH3:7])[CH3:6])([CH3:3])[CH3:2]. Procedure details: The title compound was prepared from (S)-tert-butyl 1-(tert-butyldimethylsilyloxy)-3-methylbut-3-en-2-yl(2-(methoxy(methyl)amino)-2-oxoethyl)carbamate (Intermediate 188, 4.24 g, 10.18 mmol) following the procedure described for Intermediate 6 substituting the relevant isoprenyl magnesium bromide (0.5 M in THF) (204 mL, 101.77 mmol). Silica gel chromatography (0%-20% ethyl acetate/hexanes) afforded the desired product as a light yellow oil (3.72 g, 92%). Reactants: CC#N, COC(=O)C1C(=O)NCC2(CCC2)C1=O, O. Yields the product O=C1CC(=O)C2(CCC2)CN1. Reaction SMILES: [C:17](#[N:18])[CH3:19].[CH3:1][O:2][C:3](=[O:4])[CH:5]1[C:6](=[O:15])[NH:7][CH2:8][C:9]2([CH2:10][CH2:11][CH2:12]2)[C:13]1=[O:14].[OH2:16]>>[CH2:5]1[C:6](=[O:15])[NH:7][CH2:8][C:9]2([CH2:10][CH2:11][CH2:12]2)[C:13]1=[O:14].